This data is from the Open Reaction Database (ORD), a public repository of structured organic reaction records. The task is: describe an organic reaction: reactants, conditions, products, and yield Reactants: S(=O)(Cl)Cl (Thionyl chloride), FC1=C(C=CC(=C1)F)CCC(=O)O (3-(2,4-di-fluorophenyl)propionic acid). The solvent is C(Cl)Cl (methylene chloride). Yields the product FC1=C2CCC(C2=CC(=C1)F)=O (4,6-Difluoroindan-1-one). The yield is 79.6%. RXN SMILES: S(Cl)(Cl)=O.[F:5][C:6]1[CH:11]=[C:10]([F:12])[CH:9]=[CH:8][C:7]=1[CH2:13][CH2:14][C:15]([OH:17])=O>C(Cl)Cl>[F:5][C:6]1[CH:11]=[C:10]([F:12])[CH:9]=[C:8]2[C:7]=1[CH2:13][CH2:14][C:15]2=[O:17]. Procedure details: Thionyl chloride (54.6 g) was added dropwise at 40° C. to a solution of 3-(2,4-di-fluorophenyl)propionic acid (57 g) in methylene chloride (200 ml). After reaction was complete, excess thionyl chloride and the solvent were removed by distillation. The oily residue was added dropwise at 40° C. to a suspension of aluminium chloride (88.5 g) in methylene chloride (200 ml). The reaction mixture was added to dilute hydrochloric acid after 18 hours at 40° C. The aqueous phase was separated off and ext... Starting materials: BrB(Br)Br, O=C([O-])O, CCCCCCC, CCCc1cc(Oc2ccc(Cl)cc2)ccc1-c1noc2cc(Cl)c(OC)cc12, ClCCl, [Na+]. The product is CCCc1cc(Oc2ccc(Cl)cc2)ccc1-c1noc2cc(Cl)c(O)cc12. Reaction SMILES: [B:30]([Br:31])([Br:32])[Br:33].[C:41](=[O:42])([OH:43])[O-:44].[CH3:34][CH2:35][CH2:36][CH2:37][CH2:38][CH2:39][CH3:40].[Cl:1][c:2]1[cH:3][c:4]2[c:5]([c:6](-[c:9]3[c:10]([CH2:23][CH2:24][CH3:25])[cH:11][c:12]([O:15][c:16]4[cH:17][cH:18][c:19]([Cl:22])[cH:20][cH:21]4)[cH:13][cH:14]3)[n:7][o:8]2)[cH:26][c:27]1[O:28][CH3:29].[Cl:46][CH2:47][Cl:48].[Na+:45]>>[Cl:1][c:2]1[cH:3][c:4]2[c:5]([c:6](-[c:9]3[c:10]([CH2:23][CH2:24][CH3:25])[cH:11][c:12]([O:15][c:16]4[cH:17][cH:18][c:19]([Cl:22])[cH:20][cH:21]4)[cH:13][cH:14]3)[n:7][o:8]2)[cH:26][c:27]1[OH:28]. Reported procedure: o-Nitrobenzylamine hydrochloride (20.4 g., 0.114 mole) was dissolved in a minimum volume of water and the solution was made strongly basic by addition of 10% sodium hydroxide. The clear oil which formed was extracted into two 120-ml. portions of ether. The ether was dried with 10 g. of anhydrous sodium sulfate, filtered, and finally dried over Drierite. The dried solution was filtered and evaporated, leaving a yellow oil. The oil was dissolved in 100 ml. of absolute ethanol and 11.4 g (0.114 mol... Reaction SMILES: Cl.[N+:2]([C:5]1[CH:12]=[CH:11][CH:10]=[CH:9][C:6]=1[CH2:7][NH2:8])([O-:4])=[O:3].[OH-].[Na+].[C:15]([O:19][CH2:20][CH3:21])(=[O:18])[CH:16]=[CH2:17].Cl.NC(C)C(O)=O>O.C(O)C>[N+:2]([C:5]1[CH:12]=[CH:11][CH:10]=[CH:9][C:6]=1[CH2:7][NH:8][CH2:17][CH2:16][C:15]([O:19][CH2:20][CH3:21])=[O:18])([O-:4])=[O:3] |f:0.1,2.3,5.6|. The reactants are Cl.NC(C(=O)O)C (aminopropionate hydrochloride), Cl.[N+](=O)([O-])C1=C(CN)C=CC=C1 (o-Nitrobenzylamine hydrochloride), [OH-].[Na+] (sodium hydroxide), C(C=C)(=O)OCC (ethyl acrylate). Product: [N+](=O)([O-])C1=C(CNCCC(=O)OCC)C=CC=C1 (Ethyl β-(o-Nitrobenzylamino)-propionate). Reaction conditions: time 8 hour. Solvent: O (water), C(C)O (ethanol). Starting materials: [Br-], CC(=O)c1cc(Cl)c(Nc2nc3ccc(-c4csc(C(C)(C)O)n4)cc3c3c(=O)[nH]ccc23)c(Cl)c1, C1CCOC1, C[Mg+]. Yields the product CC(C)(O)c1cc(Cl)c(Nc2nc3ccc(-c4csc(C(C)(C)O)n4)cc3c3c(=O)[nH]ccc23)c(Cl)c1. As a reaction SMILES: [Br-:37].[C:1]([CH3:2])(=[O:3])[c:4]1[cH:5][c:6]([Cl:36])[c:7]([NH:11][c:12]2[n:13][c:14]3[c:15]([c:16]4[c:17](=[O:22])[nH:18][cH:19][cH:20][c:21]24)[cH:23][c:24](-[c:27]2[n:28][c:29]([C:32]([CH3:33])([CH3:34])[OH:35])[s:30][cH:31]2)[cH:25][cH:26]3)[c:8]([Cl:10])[cH:9]1.[CH2:40]1[O:41][CH2:42][CH2:43][CH2:44]1.[CH3:38][Mg+:39]>>[C:1]([CH3:2])([OH:3])([c:4]1[cH:5][c:6]([Cl:36])[c:7]([NH:11][c:12]2[n:13][c:14]3[c:15]([c:16]4[c:17](=[O:22])[nH:18][cH:19][cH:20][c:21]24)[cH:23][c:24](-[c:27]2[n:28][c:29]([C:32]([CH3:33])([CH3:34])[OH:35])[s:30][cH:31]2)[cH:25][cH:26]3)[c:8]([Cl:10])[cH:9]1)[CH3:38]. The reactants are C(C1=CC=CC=C1)OC=1C=CC2=C(C1)C1(C(N(C3=CC=CC=C13)C(C1=CC=CC=C1)C1=CC=CC=C1)=O)CO2 (5-(benzyloxy)-1′-(diphenylmethyl)spiro[1-benzofuran-3,3′-indol]-2′(1′H)-one), C(C1=CC=CC=C1)OC1=CC2=C(C=C1)C1(C(N(C3=CC=CC=C13)C(C1=CC=CC=C1)C1=CC=CC=C1)=O)CO2 (6-(benzyloxy)-1′-(diphenylmethyl)spiro[1-benzofuran-3,3′-indol]-2′(1′H)-one). The product is C1(=CC=CC=C1)C(N1C(C2(C3=CC=CC=C13)COC1=C2C=C(C=C1)O)=O)C1=CC=CC=C1 (1′-(diphenylmethyl)-5-hydroxyspiro[1-benzofuran-3,3′-indol]-2′(1′H)-one). As a reaction SMILES: C([O:8][C:9]1[CH:10]=[CH:11][C:12]2[O:39][CH2:38][C:15]3([C:23]4[C:18](=[CH:19][CH:20]=[CH:21][CH:22]=4)[N:17]([CH:24]([C:31]4[CH:36]=[CH:35][CH:34]=[CH:33][CH:32]=4)[C:25]4[CH:30]=[CH:29][CH:28]=[CH:27][CH:26]=4)[C:16]3=[O:37])[C:13]=2[CH:14]=1)C1C=CC=CC=1.C(OC1C=CC2C3(COC=2C=1)C1C(=CC=CC=1)N(C(C1C=CC=CC=1)C1C=CC=CC=1)C3=O)C1C=CC=CC=1>>[C:31]1([CH:24]([C:25]2[CH:30]=[CH:29][CH:28]=[CH:27][CH:26]=2)[N:17]2[C:18]3[C:23](=[CH:22][CH:21]=[CH:20][CH:19]=3)[C:15]3([C:13]4[CH:14]=[C:9]([OH:8])[CH:10]=[CH:11][C:12]=4[O:39][CH2:38]3)[C:16]2=[O:37])[CH:32]=[CH:33][CH:34]=[CH:35][CH:36]=1. Reported procedure: Following the procedure as described in EXAMPLE 2.68 and making non-critical variations using 5-(benzyloxy)-1′-(diphenylmethyl)spiro[1-benzofuran-3,3′-indol]-2′(1′H)-one to replace 6-(benzyloxy)-1′-(diphenylmethyl)spiro[1-benzofuran-3,3′-indol]-2′(1′H)-one, 1′-(diphenylmethyl)-5-hydroxyspiro[1-benzofuran-3,3′-indol]-2′(1′H)-one was obtained (78%) as a colorless solid: 1H NMR (300 MHz, CDCl3) δ8.22 (br s, 1H), 7.30-7.08 (m, 10H), 7.02-6.93 (m, 1H), 6.88 (s, 1H), 6.85-6.75 (m, 2H), 6.65-6.49 (m, 2... Reactants: N1=CC=C(C=C1)C=1SC=C(N1)C=1C(NC2=CC(=CC=C2C1)C=O)=O (3-(2-pyridin-4-yl-thiazol-4-yl)-1H-quinolin-2-one-7-carbaldehyde), CC1CNCC(C1)C (3,5-dimethylpiperidine). Product: CC1CN(CC(C1)C)CC1=CC=C2C=C(C(NC2=C1)=O)C=1N=C(SC1)C1=CC=NC=C1 (7-(3,5-Dimethyl-piperidin-1-ylmethyl)-3-(2-pyridin-4-yl-thiazol-4-yl)-1H-quinolin-2-one). RXN SMILES: [N:1]1[CH:6]=[CH:5][C:4]([C:7]2[S:8][CH:9]=[C:10]([C:12]3[C:13](=[O:24])[NH:14][C:15]4[C:20]([CH:21]=3)=[CH:19][CH:18]=[C:17]([CH:22]=O)[CH:16]=4)[N:11]=2)=[CH:3][CH:2]=1.[CH3:25][CH:26]1[CH2:31][CH:30]([CH3:32])[CH2:29][NH:28][CH2:27]1>>[CH3:25][CH:26]1[CH2:31][CH:30]([CH3:32])[CH2:29][N:28]([CH2:22][C:17]2[CH:16]=[C:15]3[C:20]([CH:21]=[C:12]([C:10]4[N:11]=[C:7]([C:4]5[CH:5]=[CH:6][N:1]=[CH:2][CH:3]=5)[S:8][CH:9]=4)[C:13](=[O:24])[NH:14]3)=[CH:19][CH:18]=2)[CH2:27]1. Procedure: This compound was prepared according to the method described in example 8768 employing 3-(2-pyridin-4-yl-thiazol-4-yl)-1H-quinolin-2-one-7-carbaldehyde and 3,5-dimethylpiperidine to give a yellow solid. MS m/z: 431.1 (M+1). Starting materials: C(C1=CC=CC=C1)OC1=C(C=CC=C1)C1C(=C(NC(=C1C(NC1=NC=CC=C1)=O)C)C)C(=O)OCCCCN1C(=NN=C1C)C (4-(2-Benzyloxyphenyl)-2,6-dimethyl-3-[4-(3,5-dimethyl-1,2,4-triazol-4yl)butoxycarbonyl]-5-(N-pyrid-2-ylcarbamoyl)-1,4-dihydropyridine). The reagents and catalysts are [Pd] (palladium-on-charcoal). Run in C(C)O (ethanol). Reaction conditions: time 4 hour. Yields the product O.CC=1NC(=C(C(C1C(=O)OCCCCN1C(=NN=C1C)C)C1=C(C=CC=C1)O)C(NC1=NC=CC=C1)=O)C (2,6-Dimethyl-3-[4-(3,5-dimethyl-1,2,4-triazol-4-yl)butoxycarbonyl]-4-(2-hydroxyphenyl)-5-(N-pyrid-2-ylcarbamoyl)-1,4-dihydropyridine hydrate). Yield: 90.8%. Reaction SMILES: C([O:8][C:9]1[CH:14]=[CH:13][CH:12]=[CH:11][C:10]=1[CH:15]1[C:20]([C:21](=[O:29])[NH:22][C:23]2[CH:28]=[CH:27][CH:26]=[CH:25][N:24]=2)=[C:19]([CH3:30])[NH:18][C:17]([CH3:31])=[C:16]1[C:32]([O:34][CH2:35][CH2:36][CH2:37][CH2:38][N:39]1[C:43]([CH3:44])=[N:42][N:41]=[C:40]1[CH3:45])=[O:33])C1C=CC=CC=1>C(O)C.[Pd]>[OH2:8].[CH3:31][C:17]1[NH:18][C:19]([CH3:30])=[C:20]([C:21](=[O:29])[NH:22][C:23]2[CH:28]=[CH:27][CH:26]=[CH:25][N:24]=2)[CH:15]([C:10]2[CH:11]=[CH:12][CH:13]=[CH:14][C:9]=2[OH:8])[C:16]=1[C:32]([O:34][CH2:35][CH2:36][CH2:37][CH2:38][N:39]1[C:40]([CH3:45])=[N:41][N:42]=[C:43]1[CH3:44])=[O:33] |f:3.4|. Procedure details: 4-(2-Benzyloxyphenyl)-2,6-dimethyl-3-[4-(3,5-dimethyl-1,2,4-triazol-4yl)butoxycarbonyl]-5-(N-pyrid-2-ylcarbamoyl)-1,4-dihydropyridine (0.3 g--see Example 11) was dissolved in ethanol (10 ml) containing 10% palladium-on-charcoal and the mixture was hydrogenated at room temperature under pressure (30 p.s.i.=206.8 kPa) for 4 hours. The catalyst was filtered off and the filtrate evaporated under vacuum. The residue was then chromatographed on silica gel eluting with EtOAc containing 15% Et2NH and th... Starting materials: N([C@@H](CC1=CC=C(C=C1)O)C(=O)NCC(=O)NCC(=O)OC)C(=O)OCC1=CC=CC=C1 (Z-L-Tyr-Gly-Gly-OMe), [OH-].[Na+] (NaOH). Run in CO (methanol). Reaction conditions: time 2 hour. Yields the product N([C@@H](CC1=CC=C(C=C1)O)C(=O)NCC(=O)NCC(=O)O)C(=O)OCC1=CC=CC=C1 (Z-L-Tyr-Gly-Gly-OH). RXN SMILES: [NH:1]([C:23]([O:25][CH2:26][C:27]1[CH:32]=[CH:31][CH:30]=[CH:29][CH:28]=1)=[O:24])[C@H:2]([C:11]([NH:13][CH2:14][C:15]([NH:17][CH2:18][C:19]([O:21]C)=[O:20])=[O:16])=[O:12])[CH2:3][C:4]1[CH:9]=[CH:8][C:7]([OH:10])=[CH:6][CH:5]=1.[OH-].[Na+]>CO>[NH:1]([C:23]([O:25][CH2:26][C:27]1[CH:28]=[CH:29][CH:30]=[CH:31][CH:32]=1)=[O:24])[C@H:2]([C:11]([NH:13][CH2:14][C:15]([NH:17][CH2:18][C:19]([OH:21])=[O:20])=[O:16])=[O:12])[CH2:3][C:4]1[CH:9]=[CH:8][C:7]([OH:10])=[CH:6][CH:5]=1 |f:1.2|. Procedure: 0.5 g (1.1 mmole) of Z-L-Tyr-Gly-Gly-OMe was dissolved in 3 mL of methanol. Two equivalents of 4 N NaOH were added, and the reaction was stirred for 2 hours, at which time TLC revealed all the starting material had been consumed. (Rf :Z-Tyr-Gly-Gly-OMe, 0.76: Z-Tyr-Gly-Gly-OH, 0.32.) The pH was adjusted to neutrality with 6N HCl and the reaction concentrated under vacuum. 0.5 mL of water was added and the pH dropped to 2. This aqueous solution was washed (4x) with ethyl acetate and the combined ...